This data is from the Open Reaction Database (ORD), a public repository of structured organic reaction records. The task is: describe an organic reaction: reactants, conditions, products, and yield The reactants are [PH2](=O)O (hypophosphorous acid), C([O-])([O-])=O.[Na+].[Na+] (sodium carbonate), NC=1C=C(C=CC1N1C(=NC=C1)C)C1=C(C(NC1)=O)CC (4-[3-Amino-4-(2-methyl-1H-imidazol-1-yl)phenyl]-3-ethyl-1,5-dihydro-2H-pyrrol-2-one), N(=O)[O-].[Na+] (sodium nitrite). Reagents/catalysts: [Cu-]=O (copper (I) oxide). The solvent is Cl (HCl). Reaction conditions: time 5 minute. The product is C(C)C=1C(NCC1C1=CC=C(C=C1)N1C(=NC=C1)C)=O (3-Ethyl-1,5-dihydro-4-[4-(2-methyl-1H-imidazol-1-yl)phenyl]-2H-pyrrol-2-one). Reaction SMILES: N[C:2]1[CH:3]=[C:4]([C:14]2[CH2:18][NH:17][C:16](=[O:19])[C:15]=2[CH2:20][CH3:21])[CH:5]=[CH:6][C:7]=1[N:8]1[CH:12]=[CH:11][N:10]=[C:9]1[CH3:13].[PH2](O)=O.N([O-])=O.[Na+].C(=O)([O-])[O-].[Na+].[Na+]>Cl.[Cu-]=O>[CH2:20]([C:15]1[C:16](=[O:19])[NH:17][CH2:18][C:14]=1[C:4]1[CH:3]=[CH:2][C:7]([N:8]2[CH:12]=[CH:11][N:10]=[C:9]2[CH3:13])=[CH:6][CH:5]=1)[CH3:21] |f:2.3,4.5.6|. Procedure: 4-[3-Amino-4-(2-methyl-1H-imidazol-1-yl)phenyl]-3-ethyl-1,5-dihydro-2H-pyrrol-2-one (2.0 g, 7.1 mmol) is dissolved in concentrated HCl (40 mL) at 5° C, and hypophosphorous acid (50% aqueous solution, 14.6 mL, 0.14 mol) is added dropwise. Aqueous sodium nitrite (2 N, 4.4 mL, 8.8 mmol) is added, and the mixture is stirred for 5 minutes. A trace amount of copper (I) oxide is added, and the mixture is stirred an additional 1 hr at 5° C. The mixture is neutralized with sodium carbonate, extracted wit... Starting materials: CCO, Cl, NO, CC(=O)c1ccc(O)c2c1OCCO2, c1ccncc1. The product is CC(=NO)c1ccc(O)c2c1OCCO2. As a reaction SMILES: [CH3:24][CH2:25][OH:26].[ClH:15].[NH2:16][OH:17].[OH:1][c:2]1[cH:3][cH:4][c:5]([C:12]([CH3:13])=[O:14])[c:6]2[c:11]1[O:10][CH2:9][CH2:8][O:7]2.[cH:18]1[cH:19][cH:20][n:21][cH:22][cH:23]1>>[OH:1][c:2]1[cH:3][cH:4][c:5]([C:12]([CH3:13])=[N:16][OH:17])[c:6]2[c:11]1[O:10][CH2:9][CH2:8][O:7]2. The reactants are CO, CON=O, O=N[O-], [Na+], [Na+], [OH-], O, O=S(=O)(O)O, N#CCc1cccc2ccccc12. Yields the product N#CC(=NO)c1cccc2ccccc12. Reaction SMILES: [CH3:29][OH:30].[N:16](=[O:17])[O:18][CH3:19].[N:25]([O-:26])=[O:27].[Na+:15].[Na+:28].[OH-:14].[OH2:31].[S:20](=[O:21])(=[O:22])([OH:23])[OH:24].[c:1]1([CH2:11][C:12]#[N:13])[cH:2][cH:3][cH:4][c:5]2[cH:6][cH:7][cH:8][cH:9][c:10]12>>[c:1]1([C:11]([C:12]#[N:13])=[N:16][OH:17])[cH:2][cH:3][cH:4][c:5]2[cH:6][cH:7][cH:8][cH:9][c:10]12. The reactants are ClS(=O)(=O)O (Chlorosulfonic acid), OC1=C(C(CC(C1)C1=CC=C(C=C1)SC)=O)C(CC)=O (3-hydroxy-5-[4-(methylthio)-phenyl]-2-propionylcyclohex-2-en-1-one). The solvent is C(Cl)(Cl)Cl (chloroform). Run at time 15 hour. Product: OC1=C(C(CC(C1)C1=CC(=C(C=C1)SC)S(=O)(=O)Cl)=O)C(CC)=O (3-hydroxy-5-[3-chlorosulfonyl-4-(methylthio)phenyl]-2-propionylcyclohex-2-en-1-one). As a reaction SMILES: [Cl:1][S:2]([OH:5])(=O)=[O:3].[OH:6][C:7]1[CH2:12][CH:11]([C:13]2[CH:18]=[CH:17][C:16]([S:19][CH3:20])=[CH:15][CH:14]=2)[CH2:10][C:9](=[O:21])[C:8]=1[C:22](=[O:25])[CH2:23][CH3:24]>C(Cl)(Cl)Cl>[OH:6][C:7]1[CH2:12][CH:11]([C:13]2[CH:18]=[CH:17][C:16]([S:19][CH3:20])=[C:15]([S:2]([Cl:1])(=[O:5])=[O:3])[CH:14]=2)[CH2:10][C:9](=[O:21])[C:8]=1[C:22](=[O:25])[CH2:23][CH3:24]. Procedure details: (i) Chlorosulfonic acid (9.5 ml) was added dropwise to a solution of 3-hydroxy-5-[4-(methylthio)-phenyl]-2-propionylcyclohex-2-en-1-one (2.4 g) in chloroform (18 ml) at 0° C. After 15 hr, the solution was warmed to ambient temperature and after a further 3 hr the mixture was poured onto ice. The resulting mixture was extracted with dichloromethane and the organic extract was washed with water. Evaporation of the solvent gave 3-hydroxy-5-[3-chlorosulfonyl-4-(methylthio)phenyl]-2-propionylcyclohex...